From a dataset of the Open Reaction Database (ORD), a public repository of structured organic reaction records. describe an organic reaction: reactants, conditions, products, and yield The reactants are N1(C=NC=C1)C1=CC=C(C=C1)NC(OCC(Cl)(Cl)Cl)=O (2,2,2-trichloroethyl [4-(1H-imidazol-1-yl)phenyl]carbamate), C1(=CC=CC=C1)C=1N=C(SC1)N1CCNCC1 (1-(4-phenyl-1,3-thiazol-2-yl)piperazine), C(C)(C)N(CC)C(C)C (diisopropylethylamine), CS(=O)C (dimethylsulfoxide). Run in O (water). Procedure details: A solution of 2,2,2-trichloroethyl [4-(1H-imidazol-1-yl)phenyl]carbamate (200 mg, 0.598 mmol), 1-(4-phenyl-1,3-thiazol-2-yl)piperazine (147 mg, 0.598 mmol), diisopropylethylamine (0.104 ml, 0.598 mmol) and dimethylsulfoxide (4 ml) was stirred at 70° C. for 12 hours, the reaction mixture was poured into water and the mixture was extracted with ethyl acetate. The extract was washed with water and dried over anhydrous magnesium sulfate. The solvent was distilled off under reduced pressure. The resi... Yields the product N1(C=NC=C1)C1=CC=C(C=C1)NC(=O)N1CCN(CC1)C=1SC=C(N1)C1=CC=CC=C1 (N-[4-(1H-Imidazol-1-yl)phenyl]-4-(4-phenyl-1,3-thiazol-2-yl)piperazine-1-carboxamide). Reaction SMILES: [N:1]1([C:6]2[CH:11]=[CH:10][C:9]([NH:12][C:13](=[O:20])OCC(Cl)(Cl)Cl)=[CH:8][CH:7]=2)[CH:5]=[CH:4][N:3]=[CH:2]1.[C:21]1([C:27]2[N:28]=[C:29]([N:32]3[CH2:37][CH2:36][NH:35][CH2:34][CH2:33]3)[S:30][CH:31]=2)[CH:26]=[CH:25][CH:24]=[CH:23][CH:22]=1.C(N(C(C)C)CC)(C)C.CS(C)=O>O>[N:1]1([C:6]2[CH:7]=[CH:8][C:9]([NH:12][C:13]([N:35]3[CH2:36][CH2:37][N:32]([C:29]4[S:30][CH:31]=[C:27]([C:21]5[CH:26]=[CH:25][CH:24]=[CH:23][CH:22]=5)[N:28]=4)[CH2:33][CH2:34]3)=[O:20])=[CH:10][CH:11]=2)[CH:5]=[CH:4][N:3]=[CH:2]1. Starting materials: ClC1=C(C=C2C(=NC(=NC2=C1)C=1C=NC=CC1)NC)C (7-chloro-N,6-dimethyl-2-(pyridin-3-yl)quinazolin-4-amine), FC=1C=C(C=CC1)B(O)O (3-fluorophenylboronic acid), Pd(OAc), C1(CCCCC1)P(C1=C(C=CC=C1)C1=C(C=CC=C1OC)OC)C1CCCCC1 (2-dicyclohexylphosphino-2′,6′-dimethoxybiphenyl), [O-]P(=O)([O-])[O-].[K+].[K+].[K+] (K3PO4). Run in C(C)(=O)OCC (Ethyl acetate), O1CCOCC1 (dioxane), O (water). Product: Cl.Cl.FC=1C=C(C=CC1)C1=C(C=C2C(=NC(=NC2=C1)C=1C=NC=CC1)NC)C (7-(3-fluorophenyl)-N,6-dimethyl-2-(pyridin-3-yl)quinazolin-4-amine dihydrochloride). RXN SMILES: [Cl:1][C:2]1[CH:11]=[C:10]2[C:5]([C:6]([NH:18][CH3:19])=[N:7][C:8]([C:12]3[CH:13]=[N:14][CH:15]=[CH:16][CH:17]=3)=[N:9]2)=[CH:4][C:3]=1[CH3:20].[F:21][C:22]1[CH:23]=[C:24](B(O)O)[CH:25]=[CH:26][CH:27]=1.C1(P(C2CCCCC2)C2C=CC=CC=2C2C(OC)=CC=CC=2OC)CCCCC1.[O-]P([O-])([O-])=O.[K+].[K+].[K+]>O1CCOCC1.O.C(OCC)(=O)C>[ClH:1].[ClH:1].[F:21][C:22]1[CH:27]=[C:26]([C:2]2[CH:11]=[C:10]3[C:5]([C:6]([NH:18][CH3:19])=[N:7][C:8]([C:12]4[CH:13]=[N:14][CH:15]=[CH:16][CH:17]=4)=[N:9]3)=[CH:4][C:3]=2[CH3:20])[CH:25]=[CH:24][CH:23]=1 |f:3.4.5.6,10.11.12|. Reported procedure: A mixture of 7-chloro-N,6-dimethyl-2-(pyridin-3-yl)quinazolin-4-amine (400 mg, 1.40 mmol), 3-fluorophenylboronic acid (294 g, 2.10 mmol), Pd(OAc) (15.8 mg, 0.070 mmol), 2-dicyclohexylphosphino-2′,6′-dimethoxybiphenyl (86.7 mg, 0.211 mmol), K3PO4 (900 mg, 4.23 mmol) in dioxane (10 mL) and water (2 mL) was stirred under reflux for 2.5 h. Ethyl acetate (20 mL) was added to the cooled mixture and a precipiate formed and was filtered. The solid was recrystallized from DMF and water to give the title ...